From a dataset of the Open Reaction Database (ORD), a public repository of structured organic reaction records. describe an organic reaction: reactants, conditions, products, and yield Starting materials: [Al+3], C1CCOC1, CCOC(C)=O, CCOC(=O)c1c(C)nsc1Cl, [H-], [H-], [H-], [H-], [Li+], O. The product is Cc1nsc(Cl)c1CO. Reaction SMILES: [Al+3:14].[CH2:26]1[O:27][CH2:28][CH2:29][CH2:30]1.[CH3:19][CH2:20][O:21][C:22](=[O:23])[CH3:24].[Cl:1][c:2]1[c:3]([C:8](=[O:9])[O:10][CH2:11][CH3:12])[c:4]([CH3:7])[n:5][s:6]1.[H-:13].[H-:16].[H-:17].[H-:18].[Li+:15].[OH2:25]>>[Cl:1][c:2]1[c:3]([CH2:8][OH:9])[c:4]([CH3:7])[n:5][s:6]1.